From a dataset of the Open Reaction Database (ORD), a public repository of structured organic reaction records. describe an organic reaction: reactants, conditions, products, and yield Starting materials: CN1C(=O)CC(=O)N(C)C1=O, ClCCl, C=CCN1C2CCC(OCc3cc(C(F)(F)F)cc(C(F)(F)F)c3)C1(c1ccccc1)CC2C#N, [Na+], [OH-], O, c1ccc(P(c2ccccc2)(c2ccccc2)[Pd](P(c2ccccc2)(c2ccccc2)c2ccccc2)(P(c2ccccc2)(c2ccccc2)c2ccccc2)P(c2ccccc2)(c2ccccc2)c2ccccc2)cc1. The product is N#CC1CC2(c3ccccc3)NC1CCC2OCc1cc(C(F)(F)F)cc(C(F)(F)F)c1. As a reaction SMILES: [CH3:36][N:37]1[C:38](=[O:39])[CH2:40][C:41](=[O:42])[N:43]([CH3:44])[C:45]1=[O:46].[Cl:49][CH2:50][Cl:51].[F:1][C:2]([c:3]1[cH:4][c:5]([CH2:13][O:14][CH:15]2[C:16]3([c:28]4[cH:29][cH:30][cH:31][cH:32][cH:33]4)[CH2:17][CH:18]([C:26]#[N:27])[CH:19]([CH2:20][CH2:21]2)[N:22]3[CH2:23][CH:24]=[CH2:25])[cH:6][c:7]([C:9]([F:10])([F:11])[F:12])[cH:8]1)([F:34])[F:35].[Na+:48].[OH-:47].[OH2:52].[cH:53]1[cH:54][cH:55][c:56]([P:57]([Pd:58]([P:59]([c:60]2[cH:61][cH:62][cH:63][cH:64][cH:65]2)([c:66]2[cH:67][cH:68][cH:69][cH:70][cH:71]2)[c:72]2[cH:73][cH:74][cH:75][cH:76][cH:77]2)([P:78]([c:79]2[cH:80][cH:81][cH:82][cH:83][cH:84]2)([c:85]2[cH:86][cH:87][cH:88][cH:89][cH:90]2)[c:91]2[cH:92][cH:93][cH:94][cH:95][cH:96]2)[P:97]([c:98]2[cH:99][cH:100][cH:101][cH:102][cH:103]2)([c:104]2[cH:105][cH:106][cH:107][cH:108][cH:109]2)[c:110]2[cH:111][cH:112][cH:113][cH:114][cH:115]2)([c:116]2[cH:117][cH:118][cH:119][cH:120][cH:121]2)[c:122]2[cH:123][cH:124][cH:125][cH:126][cH:127]2)[cH:128][cH:129]1>>[F:1][C:2]([c:3]1[cH:4][c:5]([CH2:13][O:14][CH:15]2[C:16]3([c:28]4[cH:29][cH:30][cH:31][cH:32][cH:33]4)[CH2:17][CH:18]([C:26]#[N:27])[CH:19]([CH2:20][CH2:21]2)[NH:22]3)[cH:6][c:7]([C:9]([F:10])([F:11])[F:12])[cH:8]1)([F:34])[F:35]. The reactants are CCOC(=O)CCCN1C(C)CCCC1C, CO, Cl, [Na+], [OH-], O. Product: CC1CCCC(C)N1CCCC(=O)O. Reaction SMILES: [CH2:1]([CH3:2])[O:3][C:4]([CH2:5][CH2:6][CH2:7][N:8]1[CH:9]([CH3:15])[CH2:10][CH2:11][CH2:12][CH:13]1[CH3:14])=[O:16].[CH3:21][OH:22].[ClH:19].[Na+:18].[OH-:17].[OH2:20]>>[O:3]=[C:4]([CH2:5][CH2:6][CH2:7][N:8]1[CH:9]([CH3:15])[CH2:10][CH2:11][CH2:12][CH:13]1[CH3:14])[OH:16]. Starting materials: CC(C)(C)[Si](Cl)(c1ccccc1)c1ccccc1, OCC=CCO, CCOC(C)=O, CN(C)C=O, ClCCl, c1c[nH]cn1. Product: CC(C)(C)[Si](OCC=CCO)(c1ccccc1)c1ccccc1. As a reaction SMILES: [C:12]([CH3:13])([CH3:14])([CH3:15])[Si:16]([c:17]1[cH:18][cH:19][cH:20][cH:21][cH:22]1)([c:23]1[cH:24][cH:25][cH:26][cH:27][cH:28]1)[Cl:29].[CH2:1]([CH:2]=[CH:3][CH2:4][OH:5])[OH:6].[CH3:30][CH2:31][O:32][C:33](=[O:34])[CH3:35].[CH3:36][N:37]([CH3:38])[CH:39]=[O:40].[Cl:41][CH2:42][Cl:43].[nH:7]1[cH:8][cH:9][n:10][cH:11]1>>[CH2:1]([CH:2]=[CH:3][CH2:4][O:5][Si:16]([C:12]([CH3:13])([CH3:14])[CH3:15])([c:17]1[cH:18][cH:19][cH:20][cH:21][cH:22]1)[c:23]1[cH:24][cH:25][cH:26][cH:27][cH:28]1)[OH:6]. The yield is 62.0%. Yields the product CC1=C2C(=CN(C2=CC=C1)[C@@H]1O[C@@H]([C@H]([C@@H]([C@H]1OC(C)=O)OC(C)=O)OC(C)=O)COC(C)=O)CC1=CC=C(C=C1)/C=C/CCN1CCCC2(C1)CCN(CC2)C(=O)OC(C)(C)C (tert-butyl 4-[(E)-4-[4-[[4-methyl-1-[(2R,3R,4S,5R,6R)-3,4,5-triacetoxy-6-(acetoxymethyl)tetrahydropyran-2-yl]indol-3-yl]methyl]phenyl]but-3-enyl]-4,9-diazaspiro[5.5]undecane-9-carboxylate). Run in C1CCOC1 (THF), C1CCOC1 (THF). Reagents/catalysts: CC(=O)[O-].CC(=O)[O-].[Pd+2] (Pd(OAc)2), CC(C)C1=CC(=C(C(=C1)C(C)C)C2=C(C=CC=C2)P(C3CCCCC3)C4CCCCC4)C(C)C (XPhos), CC(=O)[O-].CC(=O)[O-].[Pd+2] (Pd(OAc)2), CC(C)C1=CC(=C(C(=C1)C(C)C)C2=C(C=CC=C2)P(C3CCCCC3)C4CCCCC4)C(C)C (XPhos). Procedure details: To a 20 L temperature controlled reactor charge [(2R,3R,4S,5R,6R)-3,4,5-triacetoxy-6-[3-[(4-bromophenyl)methyl]-4-methyl-indol-1-yl]tetrahydropyran-2-yl]methyl acetate (1.37 moles; 1.18 kg; 73% purity), tert-butyl 8-[(E)-4-(4,4,5,5-tetramethyl-1,3,2-dioxaborolan-2-yl)but-3-enyl]-3,8-diazaspiro[5.5]undecane-3-carboxylate (1.79 moles; 776.46 g), potassium carbonate (3.85 moles; 532.03 g), THF (11.80 L) and water (1.18 L). Degas the mixture by subsurface nitrogen purge for 30 minutes and then add P... Reaction SMILES: [C:1]([O:4][CH2:5][C@@H:6]1[C@@H:11]([O:12][C:13](=[O:15])[CH3:14])[C@H:10]([O:16][C:17](=[O:19])[CH3:18])[C@@H:9]([O:20][C:21](=[O:23])[CH3:22])[C@H:8]([N:24]2[C:32]3[C:27](=[C:28]([CH3:33])[CH:29]=[CH:30][CH:31]=3)[C:26]([CH2:34][C:35]3[CH:40]=[CH:39][C:38](Br)=[CH:37][CH:36]=3)=[CH:25]2)O1)(=[O:3])[CH3:2].CC1(C)C(C)(C)OB(/[CH:50]=[CH:51]/[CH2:52][CH2:53][N:54]2[CH2:71][CH2:70][CH2:69][C:56]3([CH2:61][CH2:60][N:59]([C:62]([O:64][C:65]([CH3:68])([CH3:67])[CH3:66])=[O:63])[CH2:58][CH2:57]3)[CH2:55]2)O1.C(=O)([O-])[O-].[K+].[K+].[OH2:79]>C1COCC1.CC([O-])=O.CC([O-])=O.[Pd+2].CC(C1C=C(C(C)C)C(C2C=CC=CC=2P(C2CCCCC2)C2CCCCC2)=C(C(C)C)C=1)C>[CH3:33][C:28]1[CH:29]=[CH:30][CH:31]=[C:32]2[C:27]=1[C:26]([CH2:34][C:35]1[CH:40]=[CH:39][C:38](/[CH:50]=[CH:51]/[CH2:52][CH2:53][N:54]3[CH2:55][C:56]4([CH2:57][CH2:58][N:59]([C:62]([O:64][C:65]([CH3:68])([CH3:67])[CH3:66])=[O:63])[CH2:60][CH2:61]4)[CH2:69][CH2:70][CH2:71]3)=[CH:37][CH:36]=1)=[CH:25][N:24]2[C@H:8]1[C@H:9]([O:20][C:21](=[O:23])[CH3:22])[C@@H:10]([O:16][C:17](=[O:19])[CH3:18])[C@H:11]([O:12][C:13](=[O:15])[CH3:14])[C@@H:6]([CH2:5][O:4][C:1](=[O:3])[CH3:2])[O:79]1 |f:2.3.4,7.8.9|. The reactants are CC1(OB(OC1(C)C)/C=C/CCN1CC2(CCN(CC2)C(=O)OC(C)(C)C)CCC1)C (tert-butyl 8-[(E)-4-(4,4,5,5-tetramethyl-1,3,2-dioxaborolan-2-yl)but-3-enyl]-3,8-diazaspiro[5.5]undecane-3-carboxylate), C(C)(=O)OC[C@H]1O[C@H]([C@@H]([C@H]([C@@H]1OC(C)=O)OC(C)=O)OC(C)=O)N1C=C(C2=C(C=CC=C12)C)CC1=CC=C(C=C1)Br ([(2R,3R,4S,5R,6R)-3,4,5-triacetoxy-6-[3-[(4-bromophenyl)methyl]-4-methyl-indol-1-yl]tetrahydropyran-2-yl]methyl acetate), CC1(OB(OC1(C)C)/C=C/CCN1CC2(CCN(CC2)C(=O)OC(C)(C)C)CCC1)C (tert-butyl 8-[(E)-4-(4,4,5,5-tetramethyl-1,3,2-dioxaborolan-2-yl)but-3-enyl]-3,8-diazaspiro[5.5]undecane-3-carboxylate), C([O-])([O-])=O.[K+].[K+] (potassium carbonate), O (water). Reaction conditions: temperature 65 celsius, time 8 hour. The reactants are C(C1=CC=CC=C1)OCCC1=CC(N(C2=CC=C(C=C12)F)CC1=CC(=C(C(=C1)Br)Br)Br)=O (4-(2-benzyloxyethyl)-6-fluoro-1-(3,4,5-tribromobenzyl)-1,2-dihydro-2-oxoquinoline), C(C)O (ethanol), Cl (hydrochloric acid). The reagents and catalysts are [Pd] (palladium on carbon). Run in O1CCOCC1 (dioxan). Product: OCCC1=CC(N(C2=CC=C(C=C12)F)CC1=CC(=C(C(=C1)Br)Br)Br)=O (4-(2-hydroxyethyl)-6-fluoro-1-(3,4,5-tribromobenzyl)-1,2-dihydro-2-oxoquinoline). The yield is 71.0%. Reaction SMILES: C([O:8][CH2:9][CH2:10][C:11]1[C:20]2[C:15](=[CH:16][CH:17]=[C:18]([F:21])[CH:19]=2)[N:14]([CH2:22][C:23]2[CH:28]=[C:27]([Br:29])[C:26]([Br:30])=[C:25]([Br:31])[CH:24]=2)[C:13](=[O:32])[CH:12]=1)C1C=CC=CC=1.C(O)C.Cl>O1CCOCC1.[Pd]>[OH:8][CH2:9][CH2:10][C:11]1[C:20]2[C:15](=[CH:16][CH:17]=[C:18]([F:21])[CH:19]=2)[N:14]([CH2:22][C:23]2[CH:28]=[C:27]([Br:29])[C:26]([Br:30])=[C:25]([Br:31])[CH:24]=2)[C:13](=[O:32])[CH:12]=1. Procedure details: A solution of 4-(2-benzyloxyethyl)-6-fluoro-1-(3,4,5-tribromobenzyl)-1,2-dihydro-2-oxoquinoline (6.0g.) in a mixture of dioxan (50ml.), ethanol (50ml.), and concentrated hydrochloric acid (2ml.) was hydrogenated at atmospheric pressure over 5% palladium on carbon (1g.). The theoretical quantity of hydrogen (390ml. at N.T.P.) was absorbed in four minutes. The hydrogenation was stopped and the mixture filtered. Evaporation of the filtrate gave the crude product which was recrystallised twice from ...